From a dataset of the Open Reaction Database (ORD), a public repository of structured organic reaction records. describe an organic reaction: reactants, conditions, products, and yield Reactants: ice, C(CC)(=O)NC1CNC2=CC=CC=C2C1 (3-(N-propionyl)amino-1,2,3,4-tetrahydroquinoline), [H-].[Al+3].[Li+].[H-].[H-].[H-] (lithium aluminum hydride), C(C)(=O)OCC (Ethyl acetate), [OH-].[Na+] (sodium hydroxide). Run in C(C)OCC (diethyl ether), O1CCCC1 (tetrahydrofurane), O (water), O (water). Reaction conditions: time 5 minute. Product: C(CC)NC1CNC2=CC=CC=C2C1 (3-(N-Propyl)amino-1,2,3,4-tetrahydroquinoline). The yield is 89.6%. RXN SMILES: [C:1]([NH:5][CH:6]1[CH2:15][C:14]2[C:9](=[CH:10][CH:11]=[CH:12][CH:13]=2)[NH:8][CH2:7]1)(=O)[CH2:2][CH3:3].[H-].[Al+3].[Li+].[H-].[H-].[H-].C(OCC)(=O)C.[OH-].[Na+]>C(OCC)C.O1CCCC1.O>[CH2:1]([NH:5][CH:6]1[CH2:15][C:14]2[C:9](=[CH:10][CH:11]=[CH:12][CH:13]=2)[NH:8][CH2:7]1)[CH2:2][CH3:3] |f:1.2.3.4.5.6,8.9|. Reported procedure: To a ice-cooled solution of 3.2 g (15.6 mmol) 3-(N-propionyl)amino-1,2,3,4-tetrahydroquinoline in 50 ml dry diethyl ether and 80 ml dry tetrahydrofurane was 3.0 g (79 mmol) lithium aluminum hydride added. The mixture was gently heated to reflux and kept that way for 5 days. Ethyl acetate (4.5 ml), 3.0 ml water,3.0 ml 15% sodium hydroxide and 9 ml water was added consecutively. The precipitate appearing after 5 minutes was filtered off and washed with diethyl ether. Evaporation of the etheric sol... The reactants are C(C)(=O)OCC (ethyl acetate), C(C)(=O)O (acetic acid), SCCC(=O)O (3-Mercaptopropionic acid), CC1=C2C(C=CC(C2=CC=C1)=O)=O (5-methyl-1,4-naphthoquinone). Solvent: C(C)O (ethanol), O (water), C(C)O (ethanol). The product is CC1=C2C(C=C(C(C2=CC=C1)=O)SC(C(=O)O)C)=O ((5-methyl-1,4 naphthoquinonyl thio)- propionic acid). Yield: 70.0%. RXN SMILES: [SH:1][CH2:2][CH2:3][C:4]([OH:6])=O.[CH3:7][C:8]1[CH:17]=[CH:16][CH:15]=[C:14]2[C:9]=1C(=O)C=C[C:13]2=[O:18].[C:20]([O:23]CC)(=[O:22])[CH3:21].[C:26](O)(=O)C>O.C(O)C>[CH3:7][C:8]1[CH:17]=[CH:16][CH:15]=[C:14]2[C:9]=1[C:4](=[O:6])[CH:3]=[C:2]([S:1][CH:21]([CH3:26])[C:20]([OH:23])=[O:22])[C:13]2=[O:18]. Procedure: 3-Mercaptopropionic acid (0.69 mmol, 65 μL) was dissolved in 8 mL of water and cooled in an ice bath. This solution was added over 20-30 minutes to a solution of 5-methyl-1,4-naphthoquinone (0.69 mmole, 120 mg) dissolved in 15 mL of ethanol and cooled in an ice bath to form a reaction mixture. The reaction mixture was gradually allowed to warm to room temperature over a 1 hour period, and the ethanol was then allowed to evaporate. The crude product was purified via flash silica column chromatogr... The reactants are ClC(Cl)Cl, OCc1cccnc1Nc1ccccc1. Product: O=Cc1cccnc1Nc1ccccc1. As a reaction SMILES: [CH:16]([Cl:17])([Cl:18])[Cl:19].[c:1]1([NH:7][c:8]2[n:9][cH:10][cH:11][cH:12][c:13]2[CH2:14][OH:15])[cH:2][cH:3][cH:4][cH:5][cH:6]1>>[c:1]1([NH:7][c:8]2[n:9][cH:10][cH:11][cH:12][c:13]2[CH:14]=[O:15])[cH:2][cH:3][cH:4][cH:5][cH:6]1. The reactants are TEA, CC(CCC(=O)O)(C)SSC (4-methyl-4-(methyldisulphanyl)pentanoic acid), C(C)(C)N=C=NC(C)C (diisopropylcarbodiimide), O.ON1N=NC2=C1C=CC=C2 (1-hydroxybenzotriazole hydrate), N1(CCNCC1)CCOC1=CC(=NC(=C1)CO)CO (4-[2-(piperazin-1-yl)ethoxy]-2,6-bis(hydroxymethyl)pyridine). The solvent is CN(C)C=O (DMF). Conditions: time 15 hour. Yields the product CC(CCC(=O)N1CCN(CC1)CCOC1=CC(=NC(=C1)CO)CO)(C)SSC (4-(2-[4-(4-methyl-4-(methyldisulphanyl)pentanoyl)piperazin-1-yl]ethoxy)-2,6-bis(hydroxymethyl)pyridine). Isolated yield 39.2%. RXN SMILES: [CH3:1][C:2]([S:9][S:10][CH3:11])([CH3:8])[CH2:3][CH2:4][C:5]([OH:7])=O.C(N=C=NC(C)C)(C)C.O.ON1C2C=CC=CC=2N=N1.[N:32]1([CH2:38][CH2:39][O:40][C:41]2[CH:46]=[C:45]([CH2:47][OH:48])[N:44]=[C:43]([CH2:49][OH:50])[CH:42]=2)[CH2:37][CH2:36][NH:35][CH2:34][CH2:33]1>CN(C=O)C>[CH3:8][C:2]([S:9][S:10][CH3:11])([CH3:1])[CH2:3][CH2:4][C:5]([N:35]1[CH2:36][CH2:37][N:32]([CH2:38][CH2:39][O:40][C:41]2[CH:46]=[C:45]([CH2:47][OH:48])[N:44]=[C:43]([CH2:49][OH:50])[CH:42]=2)[CH2:33][CH2:34]1)=[O:7] |f:2.3|. Procedure details: 344 μL of TEA and then, after stirring for 10 min, 748 mg of 4-methyl-4-(methyldisulphanyl)pentanoic acid, 417 μl of diisopropylcarbodiimide and 69 mg of 1-hydroxybenzotriazole hydrate are added to 600 mg of 4-[2-(piperazin-1-yl)ethoxy]-2,6-bis(hydroxymethyl)pyridine in solution in 12 ml of DMF. After 15 h at AT, the mixture is concentrated under RP, 15 ml of water are added and extraction is carried out 2× with AcOEt. The combined organic phases are dried over MgSO4 and concentrated under RP, a... Reactants: C(C)OC(=O)C=1N=C(C2=CC(=CC=C2C1O)OC=1C=NC=CC1)I (4-hydroxy-1-iodo-7-(pyridin-3-yloxy)-isoquinoline-3-carboxylic acid ethyl ester), C(#N)[Cu] (CuCN), Cl (HCl). The solvent is C(Cl)Cl (DCM), CN1CCCC1=O (NMP). Run at temperature 120 celsius, time 8 hour. Yields the product C(C)OC(=O)C=1N=C(C2=CC(=CC=C2C1O)OC=1C=NC=CC1)C#N (1-Cyano-4-hydroxy-7-(pyridin-3-yloxy)-isoquinoline-3-carboxylic acid ethyl ester). The yield is 32.1%. RXN SMILES: [CH2:1]([O:3][C:4]([C:6]1[N:7]=[C:8](I)[C:9]2[C:14]([C:15]=1[OH:16])=[CH:13][CH:12]=[C:11]([O:17][C:18]1[CH:19]=[N:20][CH:21]=[CH:22][CH:23]=1)[CH:10]=2)=[O:5])[CH3:2].[C:25]([Cu])#[N:26].Cl>CN1C(=O)CCC1.C(Cl)Cl>[CH2:1]([O:3][C:4]([C:6]1[N:7]=[C:8]([C:25]#[N:26])[C:9]2[C:14]([C:15]=1[OH:16])=[CH:13][CH:12]=[C:11]([O:17][C:18]1[CH:19]=[N:20][CH:21]=[CH:22][CH:23]=1)[CH:10]=2)=[O:5])[CH3:2]. Procedure details: A mixture of 4-hydroxy-1-iodo-7-(pyridin-3-yloxy)-isoquinoline-3-carboxylic acid ethyl ester (215 mg) and CuCN (89 mg) in NMP (2 mL) was heated at 120° C. for 2 h; the reaction was then cooled, diluted with DCM, and stirred at rt overnight; then diluted HCl solution was added and stirred for 1 h; the solids were filtered off, and DCM phase was separated, washed with water, and dil. NaCl solution, dried over anhydrous sodium sulphate, filtered, concentrated and the residue was column purified to ... The reactants are [Br-], CC(Br)C(=O)O, CC(C)Cc1ccc([Mg+])cc1, C1CCOC1, [Cl-], [Cl-], [Mg+2]. Product: CC(C)Cc1ccc(C(C)C(=O)O)cc1. As a reaction SMILES: [Br-:10].[Br:4][CH:5]([C:6](=[O:7])[OH:8])[CH3:9].[CH2:11]([CH:12]([CH3:13])[CH3:14])[c:15]1[cH:16][cH:17][c:18]([Mg+:21])[cH:19][cH:20]1.[CH2:22]1[O:23][CH2:24][CH2:25][CH2:26]1.[Cl-:1].[Cl-:3].[Mg+2:2]>>[CH:5]([C:6](=[O:7])[OH:8])([CH3:9])[c:18]1[cH:17][cH:16][c:15]([CH2:11][CH:12]([CH3:13])[CH3:14])[cH:20][cH:19]1. Reactants: CC1(OB(OC1(C)C)C=1C=C(SC1)C(=O)OC)C (methyl 4-(4,4,5,5-tetramethyl-1,3,2-dioxaborolan-2-yl)thiophene-2-carboxylate), CC1(OB(OC1(C)C)B1OC(C(O1)(C)C)(C)C)C (4,4,4′,4′,5,5,5′,5′-octamethyl-2,2′-bi-1,3,2-dioxaborolane), C(C)(=O)[O-].[K+] (potassium acetate), BrC=1C=NC=2N(C1)N=CC2C2=CC=CC=C2 (6-bromo-3-phenylpyrazolo[1,5-a]pyrimidine), C([O-])([O-])=O.[Na+].[Na+] (sodium carbonate). Reagents/catalysts: C1(=CC=CC=C1)P([C-]1C=CC=C1)C1=CC=CC=C1.[C-]1(C=CC=C1)P(C1=CC=CC=C1)C1=CC=CC=C1.[Fe+2] (1,1′-bis(diphenylphophino)-ferrocene), Cl[Pd]Cl (dichloropalladium), C=1C=CC(=CC1)[P](C=2C=CC=CC2)(C=3C=CC=CC3)[Pd]([P](C=4C=CC=CC4)(C=5C=CC=CC5)C=6C=CC=CC6)([P](C=7C=CC=CC7)(C=8C=CC=CC8)C=9C=CC=CC9)[P](C=1C=CC=CC1)(C=1C=CC=CC1)C=1C=CC=CC1 (tetrakis(triphenylphosphine)palladium). Run in CN(C)C=O (DMF), O1CCOCC1 (dioxane). Run at temperature 80 celsius. The product is C1(=CC=CC=C1)C=1C=NN2C1N=CC(=C2)C=2C=C(SC2)C(=O)OC (Methyl 4-(3-phenylpyrazolo[1,5-a]pyrimidin-6-yl)thiophene-2-carboxylate). Reaction SMILES: CC1(C)C(C)(C)OB([C:9]2[CH:10]=[C:11]([C:14]([O:16][CH3:17])=[O:15])[S:12][CH:13]=2)O1.CC1(C)C(C)(C)OB(B2OC(C)(C)C(C)(C)O2)O1.C([O-])(=O)C.[K+].Br[C:43]1[CH:44]=[N:45][C:46]2[N:47]([N:49]=[CH:50][C:51]=2[C:52]2[CH:57]=[CH:56][CH:55]=[CH:54][CH:53]=2)[CH:48]=1.C(=O)([O-])[O-].[Na+].[Na+]>CN(C=O)C.O1CCOCC1.C1(P(C2C=CC=CC=2)[C-]2C=CC=C2)C=CC=CC=1.[C-]1(P(C2C=CC=CC=2)C2C=CC=CC=2)C=CC=C1.[Fe+2].Cl[Pd]Cl.C1C=CC([P]([Pd]([P](C2C=CC=CC=2)(C2C=CC=CC=2)C2C=CC=CC=2)([P](C2C=CC=CC=2)(C2C=CC=CC=2)C2C=CC=CC=2)[P](C2C=CC=CC=2)(C2C=CC=CC=2)C2C=CC=CC=2)(C2C=CC=CC=2)C2C=CC=CC=2)=CC=1>[C:52]1([C:51]2[CH:50]=[N:49][N:47]3[CH:48]=[C:43]([C:9]4[CH:10]=[C:11]([C:14]([O:16][CH3:17])=[O:15])[S:12][CH:13]=4)[CH:44]=[N:45][C:46]=23)[CH:53]=[CH:54][CH:55]=[CH:56][CH:57]=1 |f:2.3,5.6.7,10.11.12,^1:118,120,139,158|. Reported procedure: A mixture of methyl 4-(4,4,5,5-tetramethyl-1,3,2-dioxaborolan-2-yl)thiophene-2-carboxylate (5-1, 3.00 g, 13.6 mmol, 1 equiv), 4,4,4′,4′,5,5,5′,5′-octamethyl-2,2′-bi-1,3,2-dioxaborolane (3.80 g, 15.0 mmol, 1.10 equiv), potassium acetate (4.10 g, 41.8 mmol, 3.07 equiv), and 1,1′-bis(diphenylphophino)-ferrocene)dichloropalladium (360 mg, 0.44 mmol, 0.032 equiv) in DMF (50 mL) was heated at 80° C. for 4 hours. The reaction mixture was concentrated and the residue was partitioned between aqueous half... Starting materials: COC(CCC1=CC(=CC=C1)CNCC1=CC=C(C=C1)C1=CC=CC=C1)=O (3-(3-{[(Biphenyl-4-ylmethyl)-amino]-methyl}phenyl)-propionic acid methyl ester), C1(=CC=CC=C1)S(=O)(=O)Cl (benzenesulfonyl chloride). The solvent is C(C)N(CC)CC (triethylamine). Yields the product COC(CCC1=CC(=CC=C1)CN(CC1=CC=C(C=C1)C1=CC=CC=C1)S(=O)(=O)C1=CC=CC=C1)=O (3-{3-[(Benzenesulfonyl-biphenyl-4-ylmethyl-amino)-methyl]-phenyl}-propionic acid methyl ester). RXN SMILES: [CH3:1][O:2][C:3](=[O:27])[CH2:4][CH2:5][C:6]1[CH:11]=[CH:10][CH:9]=[C:8]([CH2:12][NH:13][CH2:14][C:15]2[CH:20]=[CH:19][C:18]([C:21]3[CH:26]=[CH:25][CH:24]=[CH:23][CH:22]=3)=[CH:17][CH:16]=2)[CH:7]=1.[C:28]1([S:34](Cl)(=[O:36])=[O:35])[CH:33]=[CH:32][CH:31]=[CH:30][CH:29]=1>C(N(CC)CC)C>[CH3:1][O:2][C:3](=[O:27])[CH2:4][CH2:5][C:6]1[CH:11]=[CH:10][CH:9]=[C:8]([CH2:12][N:13]([S:34]([C:28]2[CH:33]=[CH:32][CH:31]=[CH:30][CH:29]=2)(=[O:36])=[O:35])[CH2:14][C:15]2[CH:16]=[CH:17][C:18]([C:21]3[CH:26]=[CH:25][CH:24]=[CH:23][CH:22]=3)=[CH:19][CH:20]=2)[CH:7]=1. Reported procedure: The title compound of Step B was prepared following the method described in Step B of Example 1 from 3-(3-{[(biphenyl-4-ylmethyl)-amino]-methyl}-phenyl)-propionic acid methyl ester of Step A and benzenesulfonyl chloride using triethylamine in place of N,N-diisopropylethylamine. 1H NMR (400 MHz, CDCl3) δ 7.85 (d, 2H), 7.60-7.29 (m, 10H), 7.08 (m, 3H), 7.01 (d, 1H), 6.88 (d, 1H), 6.78 (s, 1H), 4.33 (s, 2H), 4.32 (s, 2H), 3.63 (s, 3H), 2.78 (t, 2H), 2.47 (t, 2H); MS 500 (M+1). Reaction SMILES: [C:1](#[N:2])[C:3]([CH3:4])([CH3:5])[c:6]1[cH:7][cH:8][c:9]([C:10](=[O:11])[NH:12][c:13]2[cH:14][cH:15][c:16]([O:19][CH3:20])[cH:17][cH:18]2)[cH:21][cH:22]1.[Rh:23]>>[CH2:1]([NH2:2])[C:3]([CH3:4])([CH3:5])[c:6]1[cH:7][cH:8][c:9]([C:10](=[O:11])[NH:12][c:13]2[cH:14][cH:15][c:16]([O:19][CH3:20])[cH:17][cH:18]2)[cH:21][cH:22]1. The reactants are COc1ccc(NC(=O)c2ccc(C(C)(C)C#N)cc2)cc1, [Rh]. Yields the product COc1ccc(NC(=O)c2ccc(C(C)(C)CN)cc2)cc1.